This data is from the Open Reaction Database (ORD), a public repository of structured organic reaction records. The task is: describe an organic reaction: reactants, conditions, products, and yield Starting materials: steel, Cl (HCl), COC1=C(C(=CC=C1)C)O (2-methoxy-6-methylphenol), [Cl-].[Al+3].[Cl-].[Cl-] (aluminum chloride), FC(C(=O)C(F)(F)F)(F)F (hexafluoroacetone). The solvent is C1(=CC=CC=C1)C (toluene). The product is FC(C(C(F)(F)F)(O)C1=CC(=C(C(=C1)C)O)OC)(F)F (4-(hexafluoro-2-hydroxy-2-propyl)-2-methoxy-6-methylphenol). RXN SMILES: [CH3:1][O:2][C:3]1[CH:8]=[CH:7][CH:6]=[C:5]([CH3:9])[C:4]=1[OH:10].[Cl-].[Al+3].[Cl-].[Cl-].[F:15][C:16]([F:24])([F:23])[C:17]([C:19]([F:22])([F:21])[F:20])=[O:18].Cl>C1(C)C=CC=CC=1>[F:15][C:16]([F:24])([F:23])[C:17]([C:7]1[CH:6]=[C:5]([CH3:9])[C:4]([OH:10])=[C:3]([O:2][CH3:1])[CH:8]=1)([OH:18])[C:19]([F:22])([F:21])[F:20] |f:1.2.3.4|. Procedure details: To 2-methoxy-6-methylphenol (27.6 g=0.20 mol) in 300 ml toluene, add aluminum chloride (4.0 g=30 mmol). Bubble in hexafluoroacetone (47 g=0.28 mol) over 7 hours. Heat the reaction mixture in a steel bomb 16 hours at 120° C. Cool, and pour the contents onto 1.0 N HCl. Extract with ether. Wash the ether layer with 1.0 N NaOH. Acidify the basic aqueous layer with concentrated HCl, extract with ether, dry, concentrate and distill to obtain a fraction boiling at 71°-74° C./0.1 mm. Crystallize from co... Starting materials: C(C)(C)N(NC(C1=CC(=CC=C1)OCC(=O)OC)=O)C(/C=C/C1=CN(C2=CC=CC=C12)C(=O)OC(C)(C)C)=O ((E)-tert-butyl 3-(3-(1-isopropyl-2-(3-(2-methoxy-2-oxoethoxy)benzoyl)hydrazinyl)-3-oxoprop-1-enyl)-1H-indole-1-carboxylate), [OH-].[Li+] (lithiumhydroxide). Run in C1CCOC1.O (THF H2O). Conditions: time 20 minute. Yields the product C(C)(C)(C)OC(=O)N1C=C(C2=CC=CC=C12)/C=C/C(=O)N(NC(=O)C=1C=C(OCC(=O)O)C=CC1)C(C)C ((E)-2-(3-(2-(3-(1-(tert-butoxycarbonyl)-1H-indol-3-yl)acryloyl)-2-isopropylhydrazinecarbonyl)phenoxy)acetic acid). RXN SMILES: [CH:1]([N:4]([C:20](=[O:39])/[CH:21]=[CH:22]/[C:23]1[C:31]2[C:26](=[CH:27][CH:28]=[CH:29][CH:30]=2)[N:25]([C:32]([O:34][C:35]([CH3:38])([CH3:37])[CH3:36])=[O:33])[CH:24]=1)[NH:5][C:6](=[O:19])[C:7]1[CH:12]=[CH:11][CH:10]=[C:9]([O:13][CH2:14][C:15]([O:17]C)=[O:16])[CH:8]=1)([CH3:3])[CH3:2].[OH-].[Li+]>C1COCC1.O>[C:35]([O:34][C:32]([N:25]1[C:26]2[C:31](=[CH:30][CH:29]=[CH:28][CH:27]=2)[C:23](/[CH:22]=[CH:21]/[C:20]([N:4]([CH:1]([CH3:3])[CH3:2])[NH:5][C:6]([C:7]2[CH:8]=[C:9]([CH:10]=[CH:11][CH:12]=2)[O:13][CH2:14][C:15]([OH:17])=[O:16])=[O:19])=[O:39])=[CH:24]1)=[O:33])([CH3:37])([CH3:38])[CH3:36] |f:1.2,3.4|. Procedure details: (E)-tert-butyl 3-(3-(1-isopropyl-2-(3-(2-methoxy-2-oxoethoxy)benzoyl)hydrazinyl)-3-oxoprop-1-enyl)-1H-indole-1-carboxylate (70 mg, 0.13 mmol) was dissolved in THF/H2O (2 ml/1 ml), stirred for 20 min, lithiumhydroxide (10.96 mg, 0.26 mmol) was slowly drop-wise added, and stirred at room temperature for 12 hr. THF was concentrated under reduced pressure, and after titration with 6N HCl at pH=2, the reaction mixture was diluted with EtOAc, washed with water and brine, dried with anhydrous MgSO4 fil...